describe an organic reaction: reactants, conditions, products, and yield From a dataset of the Open Reaction Database (ORD), a public repository of structured organic reaction records. Reactants: ClCCl, Cc1cc(CO)cc(Cl)n1, O=S(Cl)Cl. Product: Cc1cc(CCl)cc(Cl)n1. As a reaction SMILES: [CH2:15]([Cl:16])[Cl:17].[Cl:1][c:2]1[n:3][c:4]([CH3:10])[cH:5][c:6]([CH2:8][OH:9])[cH:7]1.[S:11]([Cl:12])([Cl:13])=[O:14]>>[Cl:1][c:2]1[n:3][c:4]([CH3:10])[cH:5][c:6]([CH2:8][Cl:13])[cH:7]1. The reactants are BrC1=CC=CC(=N1)C(C)(C)O (2-(6-bromopyridin-2-yl)propan-2-ol), NC=1SC(=CC1C(=O)N)C1=C(C=CC=C1)F (2-amino-5-(2-fluorophenyl)thiophene-3-carboxamide). Yields the product FC1=C(C=CC=C1)C1=CC(=C(S1)NC1=NC(=CC=C1)C(C)(C)O)C(=O)N (5-(2-Fluorophenyl)-2-{[6-(1-hydroxy-1-methylethyl)pyridin-2-yl]amino}thiophene-3-carboxamide). Reaction SMILES: Br[C:2]1[N:7]=[C:6]([C:8]([OH:11])([CH3:10])[CH3:9])[CH:5]=[CH:4][CH:3]=1.[NH2:12][C:13]1[S:14][C:15]([C:21]2[CH:26]=[CH:25][CH:24]=[CH:23][C:22]=2[F:27])=[CH:16][C:17]=1[C:18]([NH2:20])=[O:19]>>[F:27][C:22]1[CH:23]=[CH:24][CH:25]=[CH:26][C:21]=1[C:15]1[S:14][C:13]([NH:12][C:2]2[CH:3]=[CH:4][CH:5]=[C:6]([C:8]([OH:11])([CH3:10])[CH3:9])[N:7]=2)=[C:17]([C:18]([NH2:20])=[O:19])[CH:16]=1. Reported procedure: The title compound was prepared according to the general procedure in Example 1 using 2-(6-bromopyridin-2-yl)propan-2-ol (65 mg, 0.301 mmol) and 2-amino-5-(2-fluorophenyl)thiophene-3-carboxamide (72.5 mg, 0.307 mmol) as the starting materials. Reactants: CCOC(=O)C(=O)CC(C)(C)c1cccc(F)c1OC, C1CCOC1, C[N+](C)(C)C, Cl, [F-], C[Si](C)(C)C(F)(F)C(F)(F)F, O. Product: CCOC(=O)C(O)(CC(C)(C)c1cccc(F)c1OC)C(F)(F)C(F)(F)F. As a reaction SMILES: [CH2:1]([CH3:2])[O:3][C:4]([C:5]([CH2:6][C:7]([CH3:8])([CH3:9])[c:10]1[c:11]([O:17][CH3:18])[c:12]([F:16])[cH:13][cH:14][cH:15]1)=[O:19])=[O:20].[CH2:39]1[O:40][CH2:41][CH2:42][CH2:43]1.[CH3:33][N+:34]([CH3:35])([CH3:36])[CH3:37].[ClH:38].[F-:32].[F:21][C:22]([C:23]([F:24])([F:25])[F:26])([F:27])[Si:28]([CH3:29])([CH3:30])[CH3:31].[OH2:44]>>[CH2:1]([CH3:2])[O:3][C:4]([C:5]([CH2:6][C:7]([CH3:8])([CH3:9])[c:10]1[c:11]([O:17][CH3:18])[c:12]([F:16])[cH:13][cH:14][cH:15]1)([OH:19])[C:22]([F:21])([C:23]([F:24])([F:25])[F:26])[F:27])=[O:20].